describe an organic reaction: reactants, conditions, products, and yield From a dataset of the Open Reaction Database (ORD), a public repository of structured organic reaction records. Starting materials: [Na] (sodium), ClC1=CC=C(C=CC#N)C=C1 (4-chlorocinnamonitrile), C(C)O (ethanol), NC1=NN(CC1)C1=NC(=CC=C1)Cl (2-(3-Amino-2-pyrazolin-1-yl)-6-chloropyridine). Run in ClCCl (dichloromethane). Product: NC1=NN(C(C1)C1=CC=C(C=C1)Cl)C1=NC(=CC=C1)Cl (2-[3-Amino-5-(p-chlorophenyl)-2-pyrazolin-1-yl]-6-chloropyridine). As a reaction SMILES: [Na].C(O)C.[NH2:5][C:6]1[CH2:10][CH2:9][N:8]([C:11]2[CH:16]=[CH:15][CH:14]=[C:13]([Cl:17])[N:12]=2)[N:7]=1.[Cl:18][C:19]1[CH:28]=[CH:27][C:22](C=CC#N)=[CH:21][CH:20]=1>ClCCl>[NH2:5][C:6]1[CH2:10][CH:9]([C:22]2[CH:27]=[CH:28][C:19]([Cl:18])=[CH:20][CH:21]=2)[N:8]([C:11]2[CH:16]=[CH:15][CH:14]=[C:13]([Cl:17])[N:12]=2)[N:7]=1 |^1:0|. Procedure: An 0.3 g. amount of sodium metal is dissolved in 100 ml. of absolute ethanol, then 7.2 g. of 2-chloro-6-hydrazinopyridine (Example 2) is added, followed by 8.2 g. of 4-chlorocinnamonitrile. The reaction mixture is refluxed for 18 hours, then is evaporated in vacuo to a gum. Water is added to give a solid. The solid is collected and dissolved in dichloromethane, dried over magnesium sulfate and filtered. The filtrate is concentrated while adding hexane to separate yellow crystals on cooling. The ...